From a dataset of the Open Reaction Database (ORD), a public repository of structured organic reaction records. describe an organic reaction: reactants, conditions, products, and yield The reactants are C(C1=CC=CC=C1)=C1CCCC=2C=CC=NC12 (8-Benzylidene-5,6,7,8-tetrahydro-quinoline), O=[O+][O-].O=O (ozone oxygen). Run in ClCCl (dichloromethane), CO (methanol). Run at temperature 0 celsius. Product: N1=CC=CC=2CCCC(C12)=O (6,7-Dihydro-5H-quinolin-8-one). As a reaction SMILES: C(=[C:8]1[C:17]2[N:16]=[CH:15][CH:14]=[CH:13][C:12]=2[CH2:11][CH2:10][CH2:9]1)C1C=CC=CC=1.[O:18]=[O+][O-].O=O>ClCCl.CO>[N:16]1[C:17]2[C:8](=[O:18])[CH2:9][CH2:10][CH2:11][C:12]=2[CH:13]=[CH:14][CH:15]=1 |f:1.2|. Procedure: A solution of (2) in dichloromethane (100 mL) and methanol (500 mL) was cooled to −78° C. and charged with ozone/oxygen (3 psi, 1.5 ampere). The dark brown solution turned yellow after several hours. When (2) was consumed (TLC), ozone/oxygen flow was stopped. The reaction mixture was purged with nitrogen for 10 m. Methyl sulfide (6 mL) was added, and the mixture was stirred for 30 m at 0° C. The solvents were removed under vacuum and the residue was dissolved in 1 N HCl (500 mL) and washed with ... Starting materials: C(C)(C)(C)OC(=O)N1CCN(CC1)C1=NC=2N(C(N(C(C2N1C1=C(C=CC=C1)OC)=O)CC(=O)O)=O)C (4-[7-(2-Methoxyphenyl)-1-(carboxymethyl)-3-methyl-2,6-dioxo-2,3,6,7-tetrahydro-1H-purin-8-yl]piperazine-1-carboxylic acid tert-butyl ester), FC(C(=O)O)(F)F (trifluoroacetic acid). Reaction conditions: time 30 minute. Product: FC(C(=O)O)(F)F.COC1=C(C=CC=C1)N1C(=NC=2N(C(N(C(C12)=O)CC(=O)O)=O)C)N1CCNCC1 ([7-(2-Methoxyphenyl)-3-methyl-2,6-dioxo-8-(piperazin-1-yl)-2,3,6,7-tetrahydropurin-1-yl]-acetic acid trifluoroacetate). RXN SMILES: C(OC([N:8]1[CH2:13][CH2:12][N:11]([C:14]2[N:22]([C:23]3[CH:28]=[CH:27][CH:26]=[CH:25][C:24]=3[O:29][CH3:30])[C:21]3[C:20](=[O:31])[N:19]([CH2:32][C:33]([OH:35])=[O:34])[C:18](=[O:36])[N:17]([CH3:37])[C:16]=3[N:15]=2)[CH2:10][CH2:9]1)=O)(C)(C)C.[F:38][C:39]([F:44])([F:43])[C:40]([OH:42])=[O:41]>>[F:38][C:39]([F:44])([F:43])[C:40]([OH:42])=[O:41].[CH3:30][O:29][C:24]1[CH:25]=[CH:26][CH:27]=[CH:28][C:23]=1[N:22]1[C:21]2[C:20](=[O:31])[N:19]([CH2:32][C:33]([OH:35])=[O:34])[C:18](=[O:36])[N:17]([CH3:37])[C:16]=2[N:15]=[C:14]1[N:11]1[CH2:12][CH2:13][NH:8][CH2:9][CH2:10]1 |f:2.3|. Reported procedure: 4-[7-(2-Methoxyphenyl)-1-(carboxymethyl)-3-methyl-2,6-dioxo-2,3,6,7-tetrahydro-1H-purin-8-yl]piperazine-1-carboxylic acid tert-butyl ester (3 mg) was dissolved in trifluoroacetic acid (0.5 ml), and the reaction mixture was stirred at room temperature for 30 minutes. After the solvent was removed, the residue was purified by reversed phase high performance liquid chromatography to give 4.14 mg of the title compound.